From a dataset of the Open Reaction Database (ORD), a public repository of structured organic reaction records. describe an organic reaction: reactants, conditions, products, and yield Reactants: C, CC(C)(C)OC(=O)c1ccc(-c2ccccc2)cc1NC(=O)c1ccc(-n2ccnc2)cc1OCc1ccccc1, CCOC(C)=O, CO, ClC(Cl)Cl, C1COCCO1, [Pd]. The product is CC(C)(C)OC(=O)c1ccc(-c2ccccc2)cc1NC(=O)c1ccc(-n2ccnc2)cc1O. RXN SMILES: [C:60].[CH2:1]([c:2]1[cH:3][cH:4][cH:5][cH:6][cH:7]1)[O:8][c:9]1[c:10]([C:11](=[O:12])[NH:13][c:14]2[c:15]([C:16](=[O:17])[O:18][C:19]([CH3:20])([CH3:21])[CH3:22])[cH:23][cH:24][c:25](-[c:27]3[cH:28][cH:29][cH:30][cH:31][cH:32]3)[cH:26]2)[cH:33][cH:34][c:35](-[n:37]2[cH:38][n:39][cH:40][cH:41]2)[cH:36]1.[CH3:52][CH2:53][O:54][C:55](=[O:56])[CH3:57].[CH3:58][OH:59].[CH:48]([Cl:49])([Cl:50])[Cl:51].[O:42]1[CH2:43][CH2:44][O:45][CH2:46][CH2:47]1.[Pd:61]>>[OH:8][c:9]1[c:10]([C:11](=[O:12])[NH:13][c:14]2[c:15]([C:16](=[O:17])[O:18][C:19]([CH3:20])([CH3:21])[CH3:22])[cH:23][cH:24][c:25](-[c:27]3[cH:28][cH:29][cH:30][cH:31][cH:32]3)[cH:26]2)[cH:33][cH:34][c:35](-[n:37]2[cH:38][n:39][cH:40][cH:41]2)[cH:36]1. Reactants: C(C)(=O)[O-].[K+] (potassium acetate), C(C)(C)(C)OC(NCC1=NC=C(C=C1F)Br)=O (tert-butyl[(5-bromo-3-fluoropyridin-2-yl)methyl]carbamate), CC1(OB(OC1(C)C)B1OC(C(O1)(C)C)(C)C)C (4,4,4′,4′,5,5,5′,5′-octamethyl-2,2′-bi-1,3,2-dioxaborolane), C([O-])([O-])=O.[K+].[K+] (potassium carbonate), BrC1=C(C(=CC(=C1)Cl)F)C=1N=NN(N1)C (5-(2-bromo-4-chloro-6-fluorophenyl)-2-methyl-2H-tetrazole), C(Cl)Cl (DCM). The reagents and catalysts are [Pd] (palladium). Solvent: CCOC(=O)C (EtOAc), CS(=O)C (DMSO), O (water), hexanes. Reaction conditions: temperature 90 celsius. Product: C(C)(C)(C)OC(NCC1=NC=C(C=C1F)C1=C(C(=CC(=C1)Cl)F)C=1N=NN(N1)C)=O (tert-butyl({5-[5-chloro-3-fluoro-2-(2-methyl-2H-tetrazol-5-yl)phenyl]-3-fluoropyridin-2-yl}methyl)carbamate). Reaction SMILES: C([O-])(=O)C.[K+].[C:6]([O:10][C:11](=[O:22])[NH:12][CH2:13][C:14]1[C:19]([F:20])=[CH:18][C:17](Br)=[CH:16][N:15]=1)([CH3:9])([CH3:8])[CH3:7].CC1(C)C(C)(C)OB(B2OC(C)(C)C(C)(C)O2)O1.C(Cl)Cl.C(=O)([O-])[O-].[K+].[K+].Br[C:51]1[CH:56]=[C:55]([Cl:57])[CH:54]=[C:53]([F:58])[C:52]=1[C:59]1[N:60]=[N:61][N:62]([CH3:64])[N:63]=1>CS(C)=O.[Pd].CCOC(C)=O.O>[C:6]([O:10][C:11](=[O:22])[NH:12][CH2:13][C:14]1[C:19]([F:20])=[CH:18][C:17]([C:51]2[CH:56]=[C:55]([Cl:57])[CH:54]=[C:53]([F:58])[C:52]=2[C:59]2[N:60]=[N:61][N:62]([CH3:64])[N:63]=2)=[CH:16][N:15]=1)([CH3:9])([CH3:8])[CH3:7] |f:0.1,5.6.7|. Procedure: A mixture of potassium acetate (3.10 g, 31.6 mmol), tert-butyl[(5-bromo-3-fluoropyridin-2-yl)methyl]carbamate (3.21 g, 10.5 mmol) and 4,4,4′,4′,5,5,5′,5′-octamethyl-2,2′-bi-1,3,2-dioxaborolane (2.94 g, 11.6 mmol) in a sealed tube reaction vessel capped with a rubber septum was dissolved in 10 mL of DMSO. This heterogeneous mixture was then evacuated and purged with nitrogen three times prior to introduction of [1,1′-bis(diphenylphosphino)ferrocene]dichloro-palladium(II), complex with DCM (1:1) (... The solvent is CCCCC (pentane), C1=CC=CC=C1 (benzene), CCOCC (ether). Starting materials: C(C1=CC=CC=C1)OC1=C(C=CC(=C1)C(CCCCCC)(C)C)[C@@H]1CC(CC[C@H]1CC=C)=O (trans-3-[2-benzyloxy-4-(1,1-dimethylheptyl)phenyl]-4-(2-propenyl)cyclohexanone), [OH-].[Na+] (sodium hydroxide), C(CO)O (ethylene glycol), C1(=CC=C(C=C1)S(=O)=O)C (p-toluenesulfonic acid monohydride). Procedure details: A mixture of 17.0 g. (38.1 mmoles) of trans-3-[2-benzyloxy-4-(1,1-dimethylheptyl)phenyl]-4-(2-propenyl)cyclohexanone, 47.2 g. (0.762 mole) ethylene glycol and 250 mg. of p-toluenesulfonic acid monohydride in 200 ml. of benzene was heated at reflux for 3 hours with a Dean-Stark trap. The reaction was cooled and added to 200 ml. 1 N sodium hydroxide, 100 ml. ether and 100 ml. pentane. The organic extract was washed twice with 200 ml. portions of water, twice with 200 ml. portions of saturated sodi... Product: C1COC2(C[C@H]([C@@H](CC2)CC=C)C2=C(C=C(C=C2)C(CCCCCC)(C)C)OCC2=CC=CC=C2)O1 (Trans-3-[2-Benzyloxy-4-(1,1-dimethylheptyl)phenyl]-4-(2-propenyl)cyclohexanone ethylene ketal). Reaction SMILES: [CH2:1]([O:8][C:9]1[CH:14]=[C:13]([C:15]([CH3:23])([CH3:22])[CH2:16][CH2:17][CH2:18][CH2:19][CH2:20][CH3:21])[CH:12]=[CH:11][C:10]=1[C@H:24]1[C@H:29]([CH2:30][CH:31]=[CH2:32])[CH2:28][CH2:27][C:26](=[O:33])[CH2:25]1)[C:2]1[CH:7]=[CH:6][CH:5]=[CH:4][CH:3]=1.[CH2:34](O)[CH2:35][OH:36].C1(C)C=CC(S(=O)=O)=CC=1.[OH-].[Na+]>CCCCC.CCOCC.C1C=CC=CC=1>[CH2:35]1[O:36][C:26]2([CH2:27][CH2:28][C@@H:29]([CH2:30][CH:31]=[CH2:32])[C@H:24]([C:10]3[CH:11]=[CH:12][C:13]([C:15]([CH3:22])([CH3:23])[CH2:16][CH2:17][CH2:18][CH2:19][CH2:20][CH3:21])=[CH:14][C:9]=3[O:8][CH2:1][C:2]3[CH:3]=[CH:4][CH:5]=[CH:6][CH:7]=3)[CH2:25]2)[O:33][CH2:34]1 |f:3.4|.